This data is from the Open Reaction Database (ORD), a public repository of structured organic reaction records. The task is: describe an organic reaction: reactants, conditions, products, and yield The reactants are Cl (hydrochloric acid), BrC=1C(=C(C=O)C=C(C1)Br)OCC (3,5-dibromo-2-ethoxybenzaldehyde), Cl.NNC(NN)=N (diaminoguanidine, hydrochloride). Run in C(C)O (ethanol), C(C)O (ethanol), O (water). Conditions: temperature 20 celsius. The product is BrC=1C(=C(C=NNC(=N)NN=CC2=C(C(=CC(=C2)Br)Br)OCC)C=C(C1)Br)OCC (1,3-Bis[(3,5-dibromo-2-ethoxybenzylidene) amino]guanidine). Reaction SMILES: Cl.[NH2:2][NH:3][C:4](=[NH:7])[NH:5][NH2:6].[Br:8][C:9]1[C:10]([O:18][CH2:19][CH3:20])=[C:11]([CH:14]=[C:15]([Br:17])[CH:16]=1)[CH:12]=O.Cl>O.C(O)C>[Br:8][C:9]1[C:10]([O:18][CH2:19][CH3:20])=[C:11]([CH:14]=[C:15]([Br:17])[CH:16]=1)[CH:12]=[N:2][NH:3][C:4]([NH:5][N:6]=[CH:12][C:11]1[CH:14]=[C:15]([Br:17])[CH:16]=[C:9]([Br:8])[C:10]=1[O:18][CH2:19][CH3:20])=[NH:7] |f:0.1|. Procedure details: A mixture was prepared by dissolving 7.9 grams (0.063 mole) of diaminoguanidine, hydrochloride in 60 milliliters of lukewarm water and this mixture was added to a solution of 38.2 grams (0.125 mole) of 3,5-dibromo-2-ethoxybenzaldehyde dissolved in 500 milliliters of ethanol. To this mixture was added a solution of 8 milliliters of concentrated hydrochloric acid in 80 milliliters of ethanol. The mixture was heated at the reflux temperature for 10 minutes and thereafter cooled to 20° C. The solid ... Starting materials: FC1=CC=C(C=C1)S(=O)(=O)C(C=1C(=CC(=NC1)C(=O)N)C)C1=C(C(=CC=C1F)F)F (5-[[(4-Fluorophenyl)sulfonyl](2,3,6-trifluorophenyl)methyl]-4-methylpyridine-2-carboxamide), C=O (formaldehyde), [OH-].[Na+] (sodium hydroxide), C([O-])([O-])=O.[Na+].[Na+] (Sodium carbonate). Solvent: COCCOC (ethylene glycol dimethyl ether). Run at time 8 hour. Yields the product FC1=CC=C(C=C1)S(=O)(=O)C(C=1C(=CC(=NC1)C(=O)NCO)C)C1=C(C(=CC=C1F)F)F (5-[[(4-Fluorophenyl)sulfonyl](2,3,6-trifluorophenyl)methyl]-N-(1-hydroxymethyl)-4-methylpyridine-2-carboxamide). Yield: 106.0%. RXN SMILES: [F:1][C:2]1[CH:7]=[CH:6][C:5]([S:8]([CH:11]([C:22]2[C:27]([F:28])=[CH:26][CH:25]=[C:24]([F:29])[C:23]=2[F:30])[C:12]2[C:13]([CH3:21])=[CH:14][C:15]([C:18]([NH2:20])=[O:19])=[N:16][CH:17]=2)(=[O:10])=[O:9])=[CH:4][CH:3]=1.C=O.[OH-].[Na+].[C:35](=O)([O-])[O-:36].[Na+].[Na+]>COCCOC>[F:1][C:2]1[CH:7]=[CH:6][C:5]([S:8]([CH:11]([C:22]2[C:27]([F:28])=[CH:26][CH:25]=[C:24]([F:29])[C:23]=2[F:30])[C:12]2[C:13]([CH3:21])=[CH:14][C:15]([C:18]([NH:20][CH2:35][OH:36])=[O:19])=[N:16][CH:17]=2)(=[O:10])=[O:9])=[CH:4][CH:3]=1 |f:2.3,4.5.6|. Reported procedure: To a solution of 5-[[(4-fluorophenyl)sulfonyl](2,3,6-trifluorophenyl)methyl]-4-methylpyridine-2-carboxamide (150 mg, 0.34 mmol) obtained in Example 39 in ethylene glycol dimethyl ether (3 ml), an aqueous solution of formaldehyde (37%, 0.1 ml) and 5% aqueous sodium hydroxide (0.4 ml) were added at 0° C., and the mixture was stirred overnight at room temperature. Sodium carbonate (20 mg) was added to the reaction mixture, and the mixture was stirred for 20 minutes at room temperature. The mixture ... Starting materials: CN(C)C=O, O=C(O)C1C2C3CC(C4CCCC43)C12, O=C(Cl)C(=O)Cl, ClCCl. Yields the product O=C(Cl)C1C2C3CC(C4CCCC43)C12. Reaction SMILES: [CH3:21][N:22]([CH3:23])[CH:24]=[O:25].[CH:1]12[CH:2]3[CH2:3][CH2:4][CH2:5][CH:6]3[CH:7]([CH:8]3[CH:9]([C:11](=[O:12])[OH:13])[CH:10]13)[CH2:14]2.[Cl:15][C:16]([C:17]([Cl:18])=[O:19])=[O:20].[Cl:26][CH2:27][Cl:28]>>[CH:1]12[CH:2]3[CH2:3][CH2:4][CH2:5][CH:6]3[CH:7]([CH:8]3[CH:9]([C:11](=[O:12])[Cl:15])[CH:10]13)[CH2:14]2. Reactants: BrC=1C=C(C(=O)O)C=CC1OC(F)(F)F (3-bromo-4-trifluoromethoxybenzoic acid), NC1=CC=C(C=C1)N1CCOCC1 (N-(4-aminophenyl)morpholine), CCN=C=NCCCN(C)C (EDAC), C=1C=CC2=C(C1)N=NN2O (HOBT), CN1CCOCC1 (N-methylmorpholine). Run in CN(C)C=O (DMF), O (water). Reaction conditions: time 1 hour. Yields the product BrC=1C=C(C(=O)NC2=CC=C(C=C2)N2CCOCC2)C=CC1OC(F)(F)F (3-Bromo-N-(4-morpholin-4-ylphenyl)-4-trifluoromethoxy-benzamide), solid. As a reaction SMILES: [Br:1][C:2]1[CH:3]=[C:4]([CH:8]=[CH:9][C:10]=1[O:11][C:12]([F:15])([F:14])[F:13])[C:5]([OH:7])=O.[NH2:16][C:17]1[CH:22]=[CH:21][C:20]([N:23]2[CH2:28][CH2:27][O:26][CH2:25][CH2:24]2)=[CH:19][CH:18]=1.CCN=C=NCCCN(C)C.C1C=CC2N(O)N=NC=2C=1.CN1CCOCC1>CN(C=O)C.O>[Br:1][C:2]1[CH:3]=[C:4]([CH:8]=[CH:9][C:10]=1[O:11][C:12]([F:15])([F:14])[F:13])[C:5]([NH:16][C:17]1[CH:18]=[CH:19][C:20]([N:23]2[CH2:28][CH2:27][O:26][CH2:25][CH2:24]2)=[CH:21][CH:22]=1)=[O:7]. Reported procedure: A solution of 3-bromo-4-trifluoromethoxybenzoic acid (515 mg), N-(4-aminophenyl)morpholine (323 mg), EDAC (763 mg), HOBT (538 mg) and N-methylmorpholine (597 μl) in DMF (5 ml) was stirred at room temperature. After 1 h, water (10 ml) was added and the resulting suspension filtered. The residue was dried in vacuo and then purified by flash column chromatography, eluting with 2:1 petroleum ether: ethyl acetate. The title compound was isolated as an off-white solid (532 mg). Reaction SMILES: [CH2:15]1[CH2:16][CH2:17][NH:18][CH2:19][CH2:20]1.[CH3:1][O:2][c:3]1[c:4]([N+:12](=[O:13])[O-:14])[cH:5][c:6]([F:11])[c:7]([CH:9]=[CH2:10])[cH:8]1.[CH:21]([OH:22])([CH3:23])[CH3:24]>>[CH3:1][O:2][c:3]1[c:4]([N+:12](=[O:13])[O-:14])[cH:5][c:6]([F:11])[c:7]([CH2:9][CH2:10][N:18]2[CH2:17][CH2:16][CH2:15][CH2:20][CH2:19]2)[cH:8]1. The reactants are C1CCNCC1, C=Cc1cc(OC)c([N+](=O)[O-])cc1F, CC(C)O. Product: COc1cc(CCN2CCCCC2)c(F)cc1[N+](=O)[O-]. The reactants are COP1(=O)CCC(N(C(=O)C2CCC(C)CC2)c2cc(C#CC(C)(C)C)sc2C(=O)O)CC1, ClCCl, C[Si](C)(C)Br. The product is CC1CCC(C(=O)N(c2cc(C#CC(C)(C)C)sc2C(=O)O)C2CCP(=O)(O)CC2)CC1. Reaction SMILES: [CH3:1][C:2]([C:3]#[C:4][c:5]1[cH:6][c:7]([N:13]([C:14](=[O:15])[CH:16]2[CH2:17][CH2:18][CH:19]([CH3:22])[CH2:20][CH2:21]2)[CH:23]2[CH2:24][CH2:25][P:26](=[O:29])([O:30][CH3:31])[CH2:27][CH2:28]2)[c:8]([C:10](=[O:11])[OH:12])[s:9]1)([CH3:32])[CH3:33].[Cl:39][CH2:40][Cl:41].[Si:34]([Br:35])([CH3:36])([CH3:37])[CH3:38]>>[CH3:1][C:2]([C:3]#[C:4][c:5]1[cH:6][c:7]([N:13]([C:14](=[O:15])[CH:16]2[CH2:17][CH2:18][CH:19]([CH3:22])[CH2:20][CH2:21]2)[CH:23]2[CH2:24][CH2:25][P:26](=[O:29])([OH:30])[CH2:27][CH2:28]2)[c:8]([C:10](=[O:11])[OH:12])[s:9]1)([CH3:32])[CH3:33]. Starting materials: CC1=NN=C(S1)S (5-methyl-1,3,4-thiadiazole-2-thiol), [H-].[Na+] (NaH), ClC=1C(=NC=CN1)C#N (3-chloropyrazine-2-carbonitrile). Solvent: CN(C)C=O (DMF), C1=CC=CC=C1 (benzene). Run at time 6 hour. Yields the product CC1=NN=C(S1)SC=1C(=NC=CN1)C#N (3-(5-methyl-1,3,4-thiadiazol-2-ylthio)pyrazine-2-carbonitrile). Reaction SMILES: [CH3:1][C:2]1[S:6][C:5]([SH:7])=[N:4][N:3]=1.[H-].[Na+].Cl[C:11]1[C:12]([C:17]#[N:18])=[N:13][CH:14]=[CH:15][N:16]=1>CN(C=O)C.C1C=CC=CC=1>[CH3:1][C:2]1[S:6][C:5]([S:7][C:11]2[C:12]([C:17]#[N:18])=[N:13][CH:14]=[CH:15][N:16]=2)=[N:4][N:3]=1 |f:1.2|. Procedure details: The title compound was prepared according to Example 1 by using 5-methyl-1,3,4-thiadiazole-2-thiol (264 mg, 2.00 mmol), NaH (60% dispersion in mineral oil, 88 mg, 2.20 mmol), and 3-chloropyrazine-2-carbonitrile (280 mg, 2.00 mmol) in DMF and benzene (6 ml, 1/1) by stirring at room temperature under nitrogen atmosphere for 6 hr. The reactants are C1C=2C=3C=4C(=CC=CC4NC3CN1)C(NN2)=O (2,3,4,9-tetrahydro-2,4,9,10-tetraazacyclohepta[def]fluoren-8(1H)-one), C(C)(C)(C)OC(=O)N[C@H](C(=O)O)CC1=CC=CC=C1 ((S)-2-((tert-butoxycarbonyl)amino)-3-phenylpropanoic acid), NC(C(=O)N1CC=2C=3C=4C(=CC=CC4NC3C1)C(NN2)=O)(C)C (2-(2-amino-2-methylpropanoyl)-2,3,4,9-tetrahydro-2,4,9,10-tetraazacyclohepta[def]fluoren-8(1H)-one). The product is C(C)(C)(C)OC(N[C@H](C(N1CC=2C=3C=4C(=CC=CC4NC3C1)C(NN2)=O)=O)CC2=CC=CC=C2)=O ((S)-tert-butyl(1-oxo-1-(8-oxo-8,9-dihydro-2,4,9,10-tetraazacyclohepta[def]fluoren-2(1H,3H,4H)-yl)-3-phenylpropan-2-yl)carbamate). As a reaction SMILES: [CH2:1]1[NH:13][CH2:12][C:11]2[NH:10][C:9]3[CH:8]=[CH:7][CH:6]=[C:5]4[C:14](=[O:17])[NH:15][N:16]=[C:2]1[C:3]=2[C:4]=34.[C:18]([O:22][C:23]([NH:25][C@@H:26]([CH2:30][C:31]1[CH:36]=[CH:35][CH:34]=[CH:33][CH:32]=1)[C:27](O)=[O:28])=[O:24])([CH3:21])([CH3:20])[CH3:19].NC(C)(C)C(N1CC2NC3C=CC=C4C(=O)NN=C(C=2C=34)C1)=O>>[C:18]([O:22][C:23](=[O:24])[NH:25][C@@H:26]([CH2:30][C:31]1[CH:36]=[CH:35][CH:34]=[CH:33][CH:32]=1)[C:27](=[O:28])[N:13]1[CH2:12][C:11]2[NH:10][C:9]3[CH:8]=[CH:7][CH:6]=[C:5]4[C:14](=[O:17])[NH:15][N:16]=[C:2]([C:3]=2[C:4]=34)[CH2:1]1)([CH3:21])([CH3:19])[CH3:20]. Procedure details: Compound 63 was prepared from 2,3,4,9-tetrahydro-2,4,9,10-tetraazacyclohepta[def]fluoren-8(1H)-one and (S)-2-((tert-butoxycarbonyl)amino)-3-phenylpropanoic acid to the procedure similar to that for Compound 62. 1H NMR (DMSO-d6) δ 11.8 (s, 1H), 10.0 (s, 1H), 7.51 (d, 1H, J=8.0 Hz), 7.05-7.47 (m, 7H), 4.96-5.02 (m, 1H), 4.25-4.81 (m, 4H), 2.62-2.88 (m, 2H), 1.27 (s, 6H), and 1.16 (s, 3H). MS (ESI) m/e [M+1]+ 474. Reactants: C(C)(C)(C)OC(=O)N1C=C(C2=C1C(=NC=C2C(=O)O)Cl)C (7-chloro-3-methyl-pyrrolo[2,3-c]pyridine-1,4-dicarboxylic acid 1-tert-butyl ester), ClC=1C=C(N)C=CC1 (3-chloroaniline). The solvent is O1CCOCC1 (1,4-dioxane), CCOC(=O)C (EtOAc), [OH-].[Na+] (NaOH). Reaction conditions: temperature 110 celsius. Product: ClC=1C=C(C=CC1)NC1=NC=C(C2=C1NC=C2C)C(=O)O (7-(3-Chloro-phenylamino)-3-methyl-1H-pyrrolo[2,3-c]pyridine-4-carboxylic acid). As a reaction SMILES: C(OC([N:8]1[C:12]2[C:13](Cl)=[N:14][CH:15]=[C:16]([C:17]([OH:19])=[O:18])[C:11]=2[C:10]([CH3:21])=[CH:9]1)=O)(C)(C)C.[Cl:22][C:23]1[CH:24]=[C:25]([CH:27]=[CH:28][CH:29]=1)[NH2:26]>O1CCOCC1.CCOC(C)=O.[OH-].[Na+]>[Cl:22][C:23]1[CH:24]=[C:25]([NH:26][C:13]2[C:12]3[NH:8][CH:9]=[C:10]([CH3:21])[C:11]=3[C:16]([C:17]([OH:19])=[O:18])=[CH:15][N:14]=2)[CH:27]=[CH:28][CH:29]=1 |f:4.5|. Reported procedure: A mixture of 7-chloro-3-methyl-pyrrolo[2,3-c]pyridine-1,4-dicarboxylic acid 1-tert-butyl ester (200 mg) and 3-chloroaniline (0.68 ml) in 1,4-dioxane (3 ml) was heated at 110° C. for 16 hours. The reaction mixture was diluted with EtOAc and basified with 1M NaOH, the aqueous layer was extracted and acidified to pH1 using 1M HCl to afford a precipitate. The precipitate was filtered off and washed with water until neutral. The solid was then sucked dry and dried over sodium hydroxide at 50° C. unde... The product is C#CCC(CC(O)C(N)Cc1ccccc1)C(=O)NC1CC2CCC1C2. Starting materials: C#CCC(CC(O)C(Cc1ccccc1)NC(=O)OC(C)(C)C)C(=O)NC1CC2CCC1C2, CC(CC(O)C(N)Cc1ccccc1)C(=O)NC1CC2CCC1C2. Reaction SMILES: [C:1]([O:2][C:3](=[O:4])[NH:7][CH:8]([CH:9]([CH2:10][CH:11]([CH2:12][C:13]#[CH:14])[C:15]([NH:16][CH:17]1[CH:18]2[CH2:19][CH2:20][CH:21]([CH2:22]1)[CH2:23]2)=[O:24])[OH:25])[CH2:26][c:27]1[cH:28][cH:29][cH:30][cH:31][cH:32]1)([CH3:5])([CH3:6])[CH3:33].[CH:34]12[CH2:35][CH:36]([CH2:37][CH2:38]1)[CH2:39][CH:40]2[NH:41][C:42](=[O:43])[CH:44]([CH3:45])[CH2:46][CH:47]([OH:48])[CH:49]([NH2:50])[CH2:51][c:52]1[cH:53][cH:54][cH:55][cH:56][cH:57]1>>[NH2:7][CH:8]([CH:9]([CH2:10][CH:11]([CH2:12][C:13]#[CH:14])[C:15]([NH:16][CH:17]1[CH:18]2[CH2:19][CH2:20][CH:21]([CH2:22]1)[CH2:23]2)=[O:24])[OH:25])[CH2:26][c:27]1[cH:28][cH:29][cH:30][cH:31][cH:32]1.